This data is from the Open Reaction Database (ORD), a public repository of structured organic reaction records. The task is: describe an organic reaction: reactants, conditions, products, and yield Reactants: CCOC(=O)C(C)Br, O=C([O-])[O-], CC(C)=O, CCOC(C)=O, [K+], [K+], O=[N+]([O-])c1ccc(F)cc1O. Yields the product CCOC(=O)C(C)Oc1cc(F)ccc1[N+](=O)[O-]. Reaction SMILES: [Br:12][CH:13]([C:14](=[O:15])[O:16][CH2:17][CH3:18])[CH3:19].[C:20](=[O:21])([O-:22])[O-:23].[CH3:26][C:27](=[O:28])[CH3:29].[CH3:30][CH2:31][O:32][C:33](=[O:34])[CH3:35].[K+:24].[K+:25].[N+:1](=[O:2])([O-:3])[c:4]1[c:5]([OH:11])[cH:6][c:7]([F:10])[cH:8][cH:9]1>>[N+:1](=[O:2])([O-:3])[c:4]1[c:5]([O:11][CH:13]([C:14](=[O:15])[O:16][CH2:17][CH3:18])[CH3:19])[cH:6][c:7]([F:10])[cH:8][cH:9]1. Reactants: CC1CNCC(C)O1, O=C(Cl)CCl. Product: CC1CN(C(=O)CCl)CC(C)O1. As a reaction SMILES: [CH3:1][CH:2]1[O:3][CH:4]([CH3:8])[CH2:5][NH:6][CH2:7]1.[Cl:9][CH2:10][C:11](=[O:12])[Cl:13]>>[CH3:1][CH:2]1[O:3][CH:4]([CH3:8])[CH2:5][N:6]([C:11]([CH2:10][Cl:9])=[O:12])[CH2:7]1. The reactants are O=Cc1cc(Br)cn1-c1ncccc1Cl, CC(C)=O, [K+], O=[Mn](=O)(=O)[O-], [Na+], [OH-], O. Yields the product O=C(O)c1cc(Br)cn1-c1ncccc1Cl. RXN SMILES: [Br:7][c:8]1[cH:9][c:10]([CH:20]=[O:21])[n:11](-[c:13]2[n:14][cH:15][cH:16][cH:17][c:18]2[Cl:19])[cH:12]1.[CH3:22][C:23]([CH3:24])=[O:25].[K+:6].[Mn:1]([O-:2])(=[O:3])(=[O:4])=[O:5].[Na+:27].[OH-:26].[OH2:28]>>[Br:7][c:8]1[cH:9][c:10]([C:20](=[O:21])[OH:25])[n:11](-[c:13]2[n:14][cH:15][cH:16][cH:17][c:18]2[Cl:19])[cH:12]1. Reactants: C1(CCCC1)C(CC=C)N1N=CC(=C1)C=1C2=C(N=CN1)N(C=C2)COCC[Si](C)(C)C (4-[1-(1-Cyclopentylbut-3-en-1-yl)-1H-pyrazol-4-yl]-7-[2-(trimethylsilyl)ethoxy]methyl-7H-pyrrolo[2,3-d]pyrimidine), C(=O)(C(F)(F)F)O (TFA). Run in C(Cl)Cl (DCM). Reaction conditions: time 3 hour. The product is FC(C(=O)O)(F)F.C1(CCCC1)C(CC=C)N1N=CC(=C1)C=1C2=C(N=CN1)NC=C2 (4-[1-(1-Cyclopentylbut-3-en-1-yl)-1H-pyrazol-4-yl]-7H-pyrrolo[2,3-d]pyrimidine trifluoroacetate salt). The yield is 80.0%. RXN SMILES: [CH:1]1([CH:6]([N:10]2[CH:14]=[C:13]([C:15]3[C:16]4[CH:23]=[CH:22][N:21](COCC[Si](C)(C)C)[C:17]=4[N:18]=[CH:19][N:20]=3)[CH:12]=[N:11]2)[CH2:7][CH:8]=[CH2:9])[CH2:5][CH2:4][CH2:3][CH2:2]1.[C:32]([OH:38])([C:34]([F:37])([F:36])[F:35])=[O:33]>C(Cl)Cl>[F:35][C:34]([F:37])([F:36])[C:32]([OH:38])=[O:33].[CH:1]1([CH:6]([N:10]2[CH:14]=[C:13]([C:15]3[C:16]4[CH:23]=[CH:22][NH:21][C:17]=4[N:18]=[CH:19][N:20]=3)[CH:12]=[N:11]2)[CH2:7][CH:8]=[CH2:9])[CH2:5][CH2:4][CH2:3][CH2:2]1 |f:3.4|. Procedure: 4-[1-(1-Cyclopentylbut-3-en-1-yl)-1H-pyrazol-4-yl]-7-[2-(trimethylsilyl)ethoxy]methyl-7H-pyrrolo[2,3-d]pyrimidine (13 mg, 0.030 mmol) was dissolved in DCM (3 mL) and TFA (0.5 mL) was added. The resulting solution was stirred at room temperature for 3 hours. The solvent was removed in vacuo. The residue was dissolved in THF (2 mL), and 6 N NaOH (1 mL) was added. The mixture was stirred at room temperature for 1 hour, and then was partitioned between water and ethyl acetate. The organic layer was ...